Dataset: the Open Reaction Database (ORD), a public repository of structured organic reaction records. Task: describe an organic reaction: reactants, conditions, products, and yield Reactants: C(C)(=O)N1C(C(C2=CC=CC=C12)=C(C1=CC=CC=C1)OCC)=O (1-acetyl-3-(1-ethoxy-1-phenyl-methylidene)-2-indolinone), CS(=O)(=O)NC=1C=C(N)C=CC1 (3-methylsulphonylamino-aniline), [OH-].[Na+] (sodium hydroxide). Run in CN(C)C=O (DMF), CO (methanol). The product is CS(=O)(=O)NC=1C=C(C=CC1)N\C(\C1=CC=CC=C1)=C\1/C(NC2=CC=CC=C12)=O ((Z)-3-[1-(3-methylsulphonylamino-phenylamino)-1-phenyl-methylidene]-2-indolinone). As a reaction SMILES: C([N:4]1[C:12]2[C:7](=[CH:8][CH:9]=[CH:10][CH:11]=2)[C:6](=[C:13](OCC)[C:14]2[CH:19]=[CH:18][CH:17]=[CH:16][CH:15]=2)[C:5]1=[O:23])(=O)C.[CH3:24][S:25]([NH:28][C:29]1[CH:30]=[C:31]([CH:33]=[CH:34][CH:35]=1)[NH2:32])(=[O:27])=[O:26].[OH-].[Na+]>CN(C=O)C.CO>[CH3:24][S:25]([NH:28][C:29]1[CH:30]=[C:31]([NH:32]/[C:13](=[C:6]2\[C:5](=[O:23])[NH:4][C:12]3[C:7]\2=[CH:8][CH:9]=[CH:10][CH:11]=3)/[C:14]2[CH:15]=[CH:16][CH:17]=[CH:18][CH:19]=2)[CH:33]=[CH:34][CH:35]=1)(=[O:27])=[O:26] |f:2.3|. Procedure details: Prepared analogously to Example 1 from 1-acetyl-3-(1-ethoxy-1-phenyl-methylidene)-2-indolinone and 3-methylsulphonylamino-aniline in DMF and subsequent treatment with sodium hydroxide solution in methanol. Starting materials: N#Cc1ccc(N)cc1, CC#N, O=C1CCC(=O)N1Cl. The product is N#Cc1ccc(N)c(Cl)c1. RXN SMILES: [C:1](#[N:2])[c:3]1[cH:4][cH:5][c:6]([NH2:7])[cH:8][cH:9]1.[CH3:18][C:19]#[N:20].[Cl:10][N:11]1[C:12](=[O:13])[CH2:14][CH2:15][C:16]1=[O:17]>>[C:1](#[N:2])[c:3]1[cH:4][c:5]([Cl:10])[c:6]([NH2:7])[cH:8][cH:9]1. The reactants are CCNC1CCc2cc(OC)ccc2C1, CCC(C)=O, COc1cc(C(=O)OCCCCI)cc(OC)c1OC, Cl, [Na+], [Na+], O=C([O-])[O-]. Yields the product CCN(CCCCOC(=O)c1cc(OC)c(OC)c(OC)c1)C1CCc2cc(OC)ccc2C1. RXN SMILES: [CH2:2]([CH3:3])[NH:4][CH:5]1[CH2:6][c:7]2[cH:8][cH:9][c:10]([O:15][CH3:16])[cH:11][c:12]2[CH2:13][CH2:14]1.[CH2:43]([C:44]([CH3:45])=[O:46])[CH3:47].[CH3:17][O:18][c:19]1[cH:20][c:21]([C:22](=[O:23])[O:24][CH2:25][CH2:26][CH2:27][CH2:28][I:29])[cH:30][c:31]([O:35][CH3:36])[c:32]1[O:33][CH3:34].[ClH:1].[Na+:37].[Na+:38].[O-:39][C:40](=[O:41])[O-:42]>>[CH2:2]([CH3:3])[N:4]([CH:5]1[CH2:6][c:7]2[cH:8][cH:9][c:10]([O:15][CH3:16])[cH:11][c:12]2[CH2:13][CH2:14]1)[CH2:28][CH2:27][CH2:26][CH2:25][O:24][C:22]([c:21]1[cH:20][c:19]([O:18][CH3:17])[c:32]([O:33][CH3:34])[c:31]([O:35][CH3:36])[cH:30]1)=[O:23]. Reactants: BrCCCCCCCCCCCCCCCCNC1=CC=C(C(=O)O)C=C1 (4-(16-bromohexadecylamino)benzoic acid), C(OC)COC.C(Cl)Cl (dimethoxyethane methylene chloride). The product is Cl.BrCCCCCCCCCCCCCCCCNC1=CC=C(C(=O)Cl)C=C1 (4-(16-bromohexadecylamino)benzoyl chloride hydrochloride). As a reaction SMILES: [Br:1][CH2:2][CH2:3][CH2:4][CH2:5][CH2:6][CH2:7][CH2:8][CH2:9][CH2:10][CH2:11][CH2:12][CH2:13][CH2:14][CH2:15][CH2:16][CH2:17][NH:18][C:19]1[CH:27]=[CH:26][C:22]([C:23](O)=[O:24])=[CH:21][CH:20]=1.C(COC)OC.C(Cl)[Cl:35]>>[ClH:35].[Br:1][CH2:2][CH2:3][CH2:4][CH2:5][CH2:6][CH2:7][CH2:8][CH2:9][CH2:10][CH2:11][CH2:12][CH2:13][CH2:14][CH2:15][CH2:16][CH2:17][NH:18][C:19]1[CH:27]=[CH:26][C:22]([C:23]([Cl:35])=[O:24])=[CH:21][CH:20]=1 |f:1.2,3.4|. Procedure details: A cold solution of 25 g. 4-(16-bromohexadecylamino)benzoic acid in 500 ml. dimethoxyethane-methylene chloride (4:1) is prepared and dry hydrochloric acid is bubbled through the solution until no more precipitate forms. The solution is treated with 25 ml. thionyl chloride and refluxed until all of the precipitate has dissolved. The solvents are evaporated to yield an orange, semi-crystalline mass. Reactants: C[Si](C)(C)C(F)(F)F, CN1CCCC1, COC(C)(C)C, Cc1ccc(S(=O)(=O)n2cc(I)c3c(Cl)ccnc32)cc1, [Cu]I, [F-], [K+], CN(C)C=O. The product is Cc1ccc(S(=O)(=O)n2cc(C(F)(F)F)c3c(Cl)ccnc32)cc1. RXN SMILES: [CH3:30][Si:31]([C:32]([F:33])([F:34])[F:35])([CH3:36])[CH3:37].[CH3:3][N:4]1[CH2:5][CH2:6][CH2:7][CH2:8]1.[CH3:40][O:41][C:42]([CH3:43])([CH3:44])[CH3:45].[Cl:9][c:10]1[c:11]2[c:12]([n:13][cH:14][cH:15]1)[n:16]([S:20](=[O:21])(=[O:22])[c:23]1[cH:24][cH:25][c:26]([CH3:29])[cH:27][cH:28]1)[cH:17][c:18]2[I:19].[Cu:38][I:39].[F-:1].[K+:2].[O:46]=[CH:47][N:48]([CH3:49])[CH3:50]>>[Cl:9][c:10]1[c:11]2[c:12]([n:13][cH:14][cH:15]1)[n:16]([S:20](=[O:21])(=[O:22])[c:23]1[cH:24][cH:25][c:26]([CH3:29])[cH:27][cH:28]1)[cH:17][c:18]2[C:32]([F:33])([F:34])[F:35].